Task: describe an organic reaction: reactants, conditions, products, and yield. Dataset: the Open Reaction Database (ORD), a public repository of structured organic reaction records Reactants: NO (hydroxylamine), C(C1=CC=CC=C1)N1C2CC(CC1CC2)=O (8-benzyl-8-azabicyclo[3.2.1]octan-3-one). Run in C(C)O (ethanol). Reaction conditions: time 4 hour. The product is C(C1=CC=CC=C1)N1C2CC(CC1CC2)=NO (8-benzyl-8-azabicyclo[3.2.1]octan-3-one oxime). Yield: 89.6%. RXN SMILES: [NH2:1][OH:2].[CH2:3]([N:10]1[CH:15]2[CH2:16][CH2:17][CH:11]1[CH2:12][C:13](=O)[CH2:14]2)[C:4]1[CH:9]=[CH:8][CH:7]=[CH:6][CH:5]=1>C(O)C>[CH2:3]([N:10]1[CH:15]2[CH2:16][CH2:17][CH:11]1[CH2:12][C:13](=[N:1][OH:2])[CH2:14]2)[C:4]1[CH:9]=[CH:8][CH:7]=[CH:6][CH:5]=1. Reported procedure: A 50%-aqueous hydroxylamine solution (182 mg, 2.76 mmol) was added to a solution of 8-benzyl-8-azabicyclo[3.2.1]octan-3-one (538 mg, 2.50 mmol) in ethanol (5 ml) at room temperature and stirred at room temperature for 4 hours. The reaction mixture was concentrated and the resulting residue was purified by a silica gel column chromatography (eluent: chloroform/methanol) to obtain 8-benzyl-8-azabicyclo[3.2.1]octan-3-one oxime (516 mg, 90%). Starting materials: CCN=C=NCCCN(C)C, CCN(C(C)C)C(C)C, ClCCl, Cl, Cl, NC(Cc1ccccc1)C(O)CNC1(c2cccc(C(F)(F)F)c2)CC1, CCCC(CCC)N1CCc2c(C(=O)O)cccc2C1=O, O, Oc1cccc2[nH]nnc12. Yields the product CCCC(CCC)N1CCc2c(C(=O)NC(Cc3ccccc3)C(O)CNC3(c4cccc(C(F)(F)F)c4)CC3)cccc2C1=O. Reaction SMILES: [CH3:60][N:61]([CH3:62])[CH2:63][CH2:64][CH2:65][N:66]=[C:67]=[N:68][CH2:69][CH3:70].[CH:71]([N:72]([CH2:73][CH3:74])[CH:75]([CH3:76])[CH3:77])([CH3:78])[CH3:79].[Cl:80][CH2:81][Cl:82].[ClH:22].[ClH:59].[NH2:23][CH:24]([CH:25]([CH2:26][NH:27][C:28]1([c:31]2[cH:32][c:33]([C:37]([F:38])([F:39])[F:40])[cH:34][cH:35][cH:36]2)[CH2:29][CH2:30]1)[OH:41])[CH2:42][c:43]1[cH:44][cH:45][cH:46][cH:47][cH:48]1.[O:1]=[C:2]1[N:3]([CH:15]([CH2:16][CH2:17][CH3:18])[CH2:19][CH2:20][CH3:21])[CH2:4][CH2:5][c:6]2[c:7]([C:12](=[O:13])[OH:14])[cH:8][cH:9][cH:10][c:11]21.[OH2:83].[OH:49][c:50]1[c:51]2[n:52][n:53][nH:54][c:55]2[cH:56][cH:57][cH:58]1>>[O:1]=[C:2]1[N:3]([CH:15]([CH2:16][CH2:17][CH3:18])[CH2:19][CH2:20][CH3:21])[CH2:4][CH2:5][c:6]2[c:7]([C:12](=[O:13])[NH:23][CH:24]([CH:25]([CH2:26][NH:27][C:28]3([c:31]4[cH:32][c:33]([C:37]([F:38])([F:39])[F:40])[cH:34][cH:35][cH:36]4)[CH2:29][CH2:30]3)[OH:41])[CH2:42][c:43]3[cH:44][cH:45][cH:46][cH:47][cH:48]3)[cH:8][cH:9][cH:10][c:11]21. The reactants are B#B (diborane), ClC=1C=C(C=CC1)N1CCN(CC1)C(CCC1=CC=CC=C1)=O (1-(3-chlorophenyl)-4-(3-phenylpropionyl)piperazine). Solvent: C1CCOC1 (THF), C1CCOC1 (THF). Reaction conditions: time 18 hour. Product: Cl.ClC=1C=C(C=CC1)N1CCN(CC1)CCCC1=CC=CC=C1 (1-(3-Chlorophenyl)-4-(3-phenylpropyl)piperazine Hydrochloride). The yield is 132.7%. As a reaction SMILES: B#B.[Cl:3][C:4]1[CH:5]=[C:6]([N:10]2[CH2:15][CH2:14][N:13]([C:16](=O)[CH2:17][CH2:18][C:19]3[CH:24]=[CH:23][CH:22]=[CH:21][CH:20]=3)[CH2:12][CH2:11]2)[CH:7]=[CH:8][CH:9]=1>C1COCC1>[ClH:3].[Cl:3][C:4]1[CH:5]=[C:6]([N:10]2[CH2:11][CH2:12][N:13]([CH2:16][CH2:17][CH2:18][C:19]3[CH:20]=[CH:21][CH:22]=[CH:23][CH:24]=3)[CH2:14][CH2:15]2)[CH:7]=[CH:8][CH:9]=1 |f:3.4|. Procedure details: To a stirred solution of diborane:dimethyl sulfide complex (2M) in THF (30 mL) was added drop wise a solution of dry THF (25 mL) and 1-(3-chlorophenyl)-4-(3-phenylpropionyl)piperazine (1.28 g, 3.86 mmol). The reaction mixture was stirred at room temperature for 18 h, quenched by the addition of MeOH-HCl (25 mL), and the solvents removed under reduced pressure. Additional MeOH was added and removed under reduced pressure to give a tan solid. This was dried for 18 h under vacuum then recrystallize...